This data is from the Open Reaction Database (ORD), a public repository of structured organic reaction records. The task is: describe an organic reaction: reactants, conditions, products, and yield Starting materials: COc4ccc3cc(c1ccccc1c2cc(C)cc(C)c2)ccc3c4 (substrate), Cn2cnc1ccccc12 (effective_coupling_partner). Reagents/catalysts: CDC. Run at temperature 90 celsius, time 16 hour. Yields the product Cc6cc(C)cc(c1ccccc1c5ccc4cc(c3nc2ccccc2n3C)ccc4c5)c6. Starting materials: C(CCCCCCCCCCC)N (dodecylamine), BrC1C(=O)OC(C1)=O (2-bromosuccinic anhydride). The solvent is CCCCCC (hexane), CCCCCC (hexane), CCCCCC (Hexane). Conditions: time 15 minute. The product is BrC(C(=O)O)CC(=O)NCCCCCCCCCCCC (2-bromo-4-dodecylamino-4oxobutanoic acid). Yield: 89.0%. As a reaction SMILES: [CH2:1]([NH2:13])[CH2:2][CH2:3][CH2:4][CH2:5][CH2:6][CH2:7][CH2:8][CH2:9][CH2:10][CH2:11][CH3:12].[Br:14][CH:15]1[CH2:20][C:19](=[O:21])[O:18][C:16]1=[O:17]>CCCCCC>[Br:14][CH:15]([CH2:20][C:19]([NH:13][CH2:1][CH2:2][CH2:3][CH2:4][CH2:5][CH2:6][CH2:7][CH2:8][CH2:9][CH2:10][CH2:11][CH3:12])=[O:21])[C:16]([OH:18])=[O:17]. Reported procedure: A solution of 9.3 g. (0.05 mole) of dodecylamine in 30 ml. of hexane is added dropwise to a stirred mixture of 9.0 g. (0.05 mole) of 2-bromosuccinic anhydride in 70 ml. of hexane at 5°-10° C. over a period of 15 minutes. Reaction is exothermic and the mixture is stirred for an additional 15 minutes while still in cooling bath. As a result, the temperature rises to 15° C. and the reaction takes the appearance of a white emulsion. Hexane (100 ml.) is added and stirring is continued at ambient temp... Reactants: CC(NC(=O)OC(C)(C)C)C(=O)NCc1cc(-n2nc(C(F)(F)F)cc2C(=O)O)cs1, ClCCCl, Cc1ccccc1CN, CN(C)c1ccncc1, ClCCl. Yields the product Cc1ccccc1CNC(=O)c1cc(C(F)(F)F)nn1-c1csc(CNC(=O)C(C)NC(=O)OC(C)(C)C)c1. RXN SMILES: [C:10]([CH3:11])([CH3:12])([CH3:13])[O:14][C:15](=[O:16])[NH:17][CH:18]([C:19](=[O:20])[NH:21][CH2:22][c:23]1[cH:24][c:25](-[n:28]2[n:29][c:30]([C:36]([F:37])([F:38])[F:39])[cH:31][c:32]2[C:33](=[O:34])[OH:35])[cH:26][s:27]1)[CH3:40].[CH2:41]([Cl:42])[CH2:43][Cl:44].[CH3:1][c:2]1[c:3]([CH2:4][NH2:5])[cH:6][cH:7][cH:8][cH:9]1.[CH3:48][N:49]([c:50]1[cH:51][cH:52][n:53][cH:54][cH:55]1)[CH3:56].[Cl:45][CH2:46][Cl:47]>>[CH3:1][c:2]1[c:3]([CH2:4][NH:5][C:33]([c:32]2[n:28](-[c:25]3[cH:24][c:23]([CH2:22][NH:21][C:19]([CH:18]([NH:17][C:15]([O:14][C:10]([CH3:11])([CH3:12])[CH3:13])=[O:16])[CH3:40])=[O:20])[s:27][cH:26]3)[n:29][c:30]([C:36]([F:37])([F:38])[F:39])[cH:31]2)=[O:34])[cH:6][cH:7][cH:8][cH:9]1. Reactants: COC[C@H](CC)OC=1C=C(C(=O)OC)C=C(C1)OCC1=CC=CC=C1 (methyl 3-({(1S)-1-[(methyloxy)methyl]propyl}oxy)-5-[(phenylmethyl)oxy]benzoate), C1CCOC1 (THF), [OH-].[Li+] (lithium hydroxide). Solvent: O (water), CO (methanol), O (water). Conditions: time 2 hour. Product: COC[C@H](CC)OC=1C=C(C(=O)O)C=C(C1)OCC1=CC=CC=C1 (3-({(1S)-1-[(Methyloxy)methyl]propyl}oxy)-5-[(phenylmethyl)oxy]benzoic acid). Reaction SMILES: [CH3:1][O:2][CH2:3][C@@H:4]([O:7][C:8]1[CH:9]=[C:10]([CH:15]=[C:16]([O:18][CH2:19][C:20]2[CH:25]=[CH:24][CH:23]=[CH:22][CH:21]=2)[CH:17]=1)[C:11]([O:13]C)=[O:12])[CH2:5][CH3:6].C1COCC1.[OH-].[Li+]>O.CO>[CH3:1][O:2][CH2:3][C@@H:4]([O:7][C:8]1[CH:9]=[C:10]([CH:15]=[C:16]([O:18][CH2:19][C:20]2[CH:21]=[CH:22][CH:23]=[CH:24][CH:25]=2)[CH:17]=1)[C:11]([OH:13])=[O:12])[CH2:5][CH3:6] |f:2.3|. Procedure details: To a solution of methyl 3-({(1S)-1-[(methyloxy)methyl]propyl}oxy)-5-[(phenylmethyl)oxy]benzoate (6.85 g, 20 mmol) in 3:1 THF:methanol (100 mL) was added 1N lithium hydroxide solution in water (40 mL, 40 mmol), then a further 100 mL water was added portionwise at intervals while the resulting mixture was stirred for 2 hours. The organic solvents were removed by evaporation and the cloudy solution filtered. The pH of the filtrate was adjusted to 3 by the addition of 2 M hydrochloric acid. This was... Starting materials: N1=NC(=CC=C1)N (pyridazin-3-amine), ClC=1C=C(C=CC1F)S(=O)(=O)Cl (3-chloro-4-fluorobenzenesulfonyl chloride), N12CCN(CC1)CC2 (1,4-diazabicyclo[2,2,2]octane). Run in C(C)#N (acetonitrile). Run at time 18 hour. Yields the product ClC=1C=C(C=CC1F)S(=O)(=O)NC=1N=NC=CC1 (3-Chloro-4-fluoro-N-(pyridazin-3-yl)benzenesulfonamide). Yield: 35.0%. As a reaction SMILES: [N:1]1[CH:6]=[CH:5][CH:4]=[C:3]([NH2:7])[N:2]=1.[Cl:8][C:9]1[CH:10]=[C:11]([S:16](Cl)(=[O:18])=[O:17])[CH:12]=[CH:13][C:14]=1[F:15].N12CCN(CC1)CC2>C(#N)C>[Cl:8][C:9]1[CH:10]=[C:11]([S:16]([NH:7][C:3]2[N:2]=[N:1][CH:6]=[CH:5][CH:4]=2)(=[O:17])=[O:18])[CH:12]=[CH:13][C:14]=1[F:15]. Procedure details: To a solution of pyridazin-3-amine (5.0 g, 52.63 mmol) in anhydrous acetonitrile (250 mL) was added 3-chloro-4-fluorobenzenesulfonyl chloride (12.05 g, 52.63 mmol) followed by 1,4-diazabicyclo[2,2,2]octane (5.9 g, 52.63 mmol). The reaction was stirred at room temperature for 18 hours. A solid was observed which was collected by filtration and washed with acetonitrile. The filtrate was concentrated in vacuo and the resulting residue purified by silica gel column chromatography (0%-10% methanol in...